From a dataset of the Open Reaction Database (ORD), a public repository of structured organic reaction records. describe an organic reaction: reactants, conditions, products, and yield Reactants: C(C)N(CC(CN)(C1=CC=CC=C1)C1=CC=CC=C1)CC (N1,N1-diethyl-2,2-diphenylpropane-1,3-diamine), CNCCO (2-(methylamino)ethanol). Product: CN(CC(CN)(C1=CC=CC=C1)C1=CC=CC=C1)C (N1,N1-dimethyl-2,2-diphenylpropane-1,3-diamine). As a reaction SMILES: [CH2:1]([N:3]([CH2:20]C)[CH2:4][C:5]([C:14]1[CH:19]=[CH:18][CH:17]=[CH:16][CH:15]=1)([C:8]1[CH:13]=[CH:12][CH:11]=[CH:10][CH:9]=1)[CH2:6][NH2:7])C.CNCCO>>[CH3:20][N:3]([CH3:1])[CH2:4][C:5]([C:14]1[CH:19]=[CH:18][CH:17]=[CH:16][CH:15]=1)([C:8]1[CH:9]=[CH:10][CH:11]=[CH:12][CH:13]=1)[CH2:6][NH2:7]. Procedure details: The title material was prepared as described for the synthesis of N1,N1-diethyl-2,2-diphenylpropane-1,3-diamine (Example Q) in using 2-(methylamino)ethanol. LC/MS (M+H)+: 255. HPLC ret. time (Condition B): 1.300 min. 1H NMR (400 MHz, CDCl3) δ ppm: 1.98 (6H, s), 3.12 (2H, s), 3.54 (2H, s), 7.19-7.22 (6H, m), 7.28-7.31 (4H, m). Reactants: C1CCOC1, CCOC(C)=O, [Na+], CCOC(=O)N=NC(=O)OCC, [OH-], Oc1ccc(Cl)cc1, CC(C)(C)OC(=O)N1C(CCO)COC1(C)C, c1ccc(P(c2ccccc2)c2ccccc2)cc1. Product: CC(C)(C)OC(=O)N1C(CCOc2ccc(Cl)cc2)COC1(C)C. RXN SMILES: [CH2:59]1[O:60][CH2:61][CH2:62][CH2:63]1.[CH3:64][CH2:65][O:66][C:67](=[O:68])[CH3:69].[Na+:58].[O:45]=[C:46]([O:47][CH2:48][CH3:49])[N:50]=[N:51][C:52]([O:53][CH2:54][CH3:55])=[O:56].[OH-:57].[OH:18][c:19]1[cH:20][cH:21][c:22]([Cl:23])[cH:24][cH:25]1.[OH:1][CH2:2][CH2:3][CH:4]1[N:5]([C:11](=[O:12])[O:13][C:14]([CH3:15])([CH3:16])[CH3:17])[C:6]([CH3:9])([CH3:10])[O:7][CH2:8]1.[c:26]1([P:27]([c:28]2[cH:29][cH:30][cH:31][cH:32][cH:33]2)[c:34]2[cH:35][cH:36][cH:37][cH:38][cH:39]2)[cH:40][cH:41][cH:42][cH:43][cH:44]1>>[O:1]([CH2:2][CH2:3][CH:4]1[N:5]([C:11](=[O:12])[O:13][C:14]([CH3:15])([CH3:16])[CH3:17])[C:6]([CH3:9])([CH3:10])[O:7][CH2:8]1)[c:19]1[cH:20][cH:21][c:22]([Cl:23])[cH:24][cH:25]1. The reactants are [BH4-].[Na+] (sodium borohydride), [Cl-].[NH4+] (ammonium chloride), acetoxy, CC=1C(C(CCC1)(C)C)=CC=C(C)OC(C)=O (4-(2,6,6-trimethyl-2-cyclohexen-1-ylidene)-2-acetoxy-but-2-ene). The solvent is C(C)O (ethanol), C(C)O (ethanol). Conditions: time 15 minute. The product is CC=1C(C(CCC1)(C)C)=CCC(C)O (4-(2,6,6-trimethyl-2-cyclohexen-1-ylidene)-butan-2-ol). The yield is 107.2%. Reaction SMILES: [CH3:1][C:2]1[C:3](=[CH:10][CH:11]=[C:12]([O:14]C(=O)C)[CH3:13])[C:4]([CH3:9])([CH3:8])[CH2:5][CH2:6][CH:7]=1.[BH4-].[Na+].[Cl-].[NH4+]>C(O)C>[CH3:1][C:2]1[C:3](=[CH:10][CH2:11][CH:12]([OH:14])[CH3:13])[C:4]([CH3:8])([CH3:9])[CH2:5][CH2:6][CH:7]=1 |f:1.2,3.4|. Procedure details: The resulting crude acetoxy compound of formula II (108 g) is dissolved in 400 ml of ethanol (96%) and added dropwise within 10 minutes at 20°-30° C with slight cooling to a suspension of 20 g of sodium borohydride in 600 ml of 96% ethanol. The mixture is then heated until a slight reflux occurs and stirred at this temperature for 15 minutes. The end of the reaction can be detected by a spontaneous colour change from dark-yellow to lemon-yellow. After cooling to room temperature, the cloudy mixt...